This data is from the Open Reaction Database (ORD), a public repository of structured organic reaction records. The task is: describe an organic reaction: reactants, conditions, products, and yield The reactants are NC1=C(C(=O)O)C=CC(=C1)C(C)C (2-Amino-4-isopropylbenzoic acid), C(=O)N (formamide). The product is C(C)(C)C1=CC=C2C(NC=NC2=C1)=O (7-Isopropylquinazolin-4(3H)-one). Isolated yield 34.0%. RXN SMILES: [NH2:1][C:2]1[CH:10]=[C:9]([CH:11]([CH3:13])[CH3:12])[CH:8]=[CH:7][C:3]=1[C:4](O)=[O:5].[CH:14]([NH2:16])=O>>[CH:11]([C:9]1[CH:10]=[C:2]2[C:3]([C:4](=[O:5])[NH:16][CH:14]=[N:1]2)=[CH:7][CH:8]=1)([CH3:13])[CH3:12]. Procedure details: The product of Example 431D (0.579 g, 3.231 mmol) was reacted with formamide (1.3 mL) under a nitrogen atmosphere in a microwave (Personal Chemistry Emrys Creator, 300 W) at 150°C for 30 minutes. The cooled reaction gave a solid mass which was recrystallized from absolute ethanol (2 mL) to afford the title compound as an off-white solid (0.208 g, 1.105 mmol, 34%). 1H NMR (300 MHz, DMSO-D6) δ ppm 1.26 (d, J=6.99 Hz, 6 H) 2.91-3.21 (m, 1 H) 7.44 (dd, J=8.27, 1.65 Hz, 1 H) 7.50 (d, J=1.84 Hz, 1 H) ... Reactants: ClC=1C=C(C=CC1)N1N=C(C=C1C1=CC(=CC=C1)OCCOC)C(=O)OCC (Ethyl 1-(3-chlorophenyl)-5-[3-(2-methoxyethoxy)phenyl]-1H-pyrazole-3-carboxylate), ClC=1C=C(C=CC1F)N1N=C(C=C1C1=CC(=CC(=C1)F)Cl)C(=O)O (1-(3-Chloro-4-fluorophenyl)-5-(3-chloro-5-fluorophenyl)-1H-pyrazole-3-carboxylic acid), C(C)#N.O (acetonitrile water). Solvent: C(=O)O (formic acid). The product is ClC=1C=C(C=CC1)N1N=C(C=C1C1=CC(=CC=C1)OCCOC)C(=O)O (1-(3-Chlorophenyl)-5-[3-(2-methoxyethoxy)phenyl]-1H-pyrazole-3-carboxylic acid). As a reaction SMILES: [Cl:1][C:2]1[CH:3]=[C:4]([N:8]2[C:12]([C:13]3[CH:18]=[CH:17][CH:16]=[C:15]([O:19][CH2:20][CH2:21][O:22][CH3:23])[CH:14]=3)=[CH:11][C:10]([C:24]([O:26]CC)=[O:25])=[N:9]2)[CH:5]=[CH:6][CH:7]=1.ClC1C=C(N2C(C3C=C(F)C=C(Cl)C=3)=CC(C(O)=O)=N2)C=CC=1F.C(#N)C.O>C(O)=O>[Cl:1][C:2]1[CH:3]=[C:4]([N:8]2[C:12]([C:13]3[CH:18]=[CH:17][CH:16]=[C:15]([O:19][CH2:20][CH2:21][O:22][CH3:23])[CH:14]=3)=[CH:11][C:10]([C:24]([OH:26])=[O:25])=[N:9]2)[CH:5]=[CH:6][CH:7]=1 |f:2.3|. Procedure details: The preparation of the title compound takes place starting from the compound of Example 69A in analogy to the synthesis of the compound of Example 71A and with purification by preparative HPLC (RP18 column; mobile phase: acetonitrile/water gradient with the addition of 0.1% formic acid). 46 mg (100% of theory) of the title compound are obtained. Starting materials: O=C(Cl)OCc1ccccc1, Cl, Cl, NC(Cc1ccc(OC(F)(F)F)cc1)C(=O)O, [Na+], [OH-], O. Yields the product O=C(NC(Cc1ccc(OC(F)(F)F)cc1)C(=O)O)OCc1ccccc1. Reaction SMILES: [CH2:19]([c:20]1[cH:21][cH:22][cH:23][cH:24][cH:25]1)[O:26][C:27](=[O:28])[Cl:29].[ClH:1].[ClH:31].[NH2:2][CH:3]([C:4](=[O:5])[OH:6])[CH2:7][c:8]1[cH:9][cH:10][c:11]([O:14][C:15]([F:16])([F:17])[F:18])[cH:12][cH:13]1.[Na+:33].[OH-:32].[OH2:30]>>[NH:2]([CH:3]([C:4](=[O:5])[OH:6])[CH2:7][c:8]1[cH:9][cH:10][c:11]([O:14][C:15]([F:16])([F:17])[F:18])[cH:12][cH:13]1)[C:27]([O:26][CH2:19][c:20]1[cH:21][cH:22][cH:23][cH:24][cH:25]1)=[O:28]. Starting materials: C(C1=CC=CC=C1)N1C2C(N(C(C1CCC2)=O)C2=CC=C(C=C2)OC(F)(F)F)=O (9-benzyl-3-(4-trifluoromethoxy-phenyl)-3,9-diaza-bicyclo[3.3.1]nonane-2,4-dione), C(C)(=O)OCC (ethyl acetate). The reagents and catalysts are [Pd] (Pd/C). Run in C(C)O (ethanol), C(C)O (ethanol). Run at time 2 hour. The product is FC(OC1=CC=C(C=C1)N1C(C2CCCC(C1=O)N2)=O)(F)F (3-(4-trifluoromethoxy-phenyl)-3,9-diaza-bicyclo[3.3.1]nonane-2,4-dione). As a reaction SMILES: C([N:8]1[CH:13]2[CH2:14][CH2:15][CH2:16][CH:9]1[C:10](=[O:29])[N:11]([C:18]1[CH:23]=[CH:22][C:21]([O:24][C:25]([F:28])([F:27])[F:26])=[CH:20][CH:19]=1)[C:12]2=[O:17])C1C=CC=CC=1.C(OCC)(=O)C>[Pd].C(O)C>[F:28][C:25]([F:26])([F:27])[O:24][C:21]1[CH:22]=[CH:23][C:18]([N:11]2[C:12](=[O:17])[CH:13]3[NH:8][CH:9]([CH2:16][CH2:15][CH2:14]3)[C:10]2=[O:29])=[CH:19][CH:20]=1. Reported procedure: A mixture of 9-benzyl-3-(4-trifluoromethoxy-phenyl)-3,9-diaza-bicyclo[3.3.1]nonane-2,4-dione (120 mg, 0.3 mmol), 10% Pd/C (20 mg, 0.02 mmol Pd), ethyl acetate (8 mL), and ethanol (2 mL) were stirred vigorously under an atmosphere of H2. After 2 h, more ethanol (2 mL) was added. After an additional 16 h, the reaction was filtered through Celite and concentrated to give 3-(4-trifluoromethoxy-phenyl)-3,9-diaza-bicyclo[3.3.1]nonane-2,4-dione: MS (ESI): 315.4 (M+H). Starting materials: ClC1=C(C=CC=C1)NC(=S)N1C(CCCC1)CO (1-(2-Chlorophenylthiocarbamoyl)-2-hydroxymethylpiperidine), [OH-].[Na+] (caustic soda). The solvent is Br (hydrobromic acid). Product: ClC1=C(C=CC=C1)N=C1SCC2N1CCCC2 (3-(2-Chlorophenylimino)hexahydro-3H-thiazolo[3.4-a]pyridine). As a reaction SMILES: [Cl:1][C:2]1[CH:7]=[CH:6][CH:5]=[CH:4][C:3]=1[NH:8][C:9]([N:11]1[CH2:16][CH2:15][CH2:14][CH2:13][CH:12]1[CH2:17]O)=[S:10].[OH-].[Na+]>Br>[Cl:1][C:2]1[CH:7]=[CH:6][CH:5]=[CH:4][C:3]=1[N:8]=[C:9]1[N:11]2[CH2:16][CH2:15][CH2:14][CH2:13][CH:12]2[CH2:17][S:10]1 |f:1.2|. Reported procedure: 1 g 1-(2-Chlorophenylthiocarbamoyl)-2-hydroxymethylpiperidine in 20 ml 48% hydrobromic acid was heated under reflux for 2 hours. The mixture was then neutralised under cooling with 2N caustic soda, extracted with methylene chloride, the extracts dried over magnesium sulphate and the solvent distilled. The residue was recrystallised from diisopropyl ether. Reactants: C(C)(C)(C)OC(=O)N1[C@@H](C[C@@](C1)(O)CN=[N+]=[N-])C(NCC1=C(C(=CC=C1)Cl)F)=O ((2S,4S)-4-azidomethyl-2-(3-chloro-2-fluoro-benzylcarbamoyl)-4-hydroxy-pyrrolidine-1-carboxylic acid tert-butyl ester), CCN(CC)S(F)(F)F (DAST), C(=O)(O)[O-].[Na+] (NaHCO3). The solvent is C(Cl)Cl (CH2Cl2). Reaction conditions: time 1.5 hour. Product: C(C)(C)(C)OC(=O)N1[C@@H](C[C@](C1)(F)CN=[N+]=[N-])C(NCC1=C(C(=CC=C1)Cl)F)=O ((2S,4R)-4-azidomethyl-2-(3-chloro-2-fluoro-benzylcarbamoyl)-4-fluoro-pyrrolidine-1-carboxylic acid tert-butyl ester). RXN SMILES: [C:1]([O:5][C:6]([N:8]1[CH2:12][C@@:11]([CH2:14][N:15]=[N+:16]=[N-:17])(O)[CH2:10][C@H:9]1[C:18](=[O:29])[NH:19][CH2:20][C:21]1[CH:26]=[CH:25][CH:24]=[C:23]([Cl:27])[C:22]=1[F:28])=[O:7])([CH3:4])([CH3:3])[CH3:2].CCN(S(F)(F)[F:36])CC.C([O-])(O)=O.[Na+]>C(Cl)Cl>[C:1]([O:5][C:6]([N:8]1[CH2:12][C@:11]([CH2:14][N:15]=[N+:16]=[N-:17])([F:36])[CH2:10][C@H:9]1[C:18](=[O:29])[NH:19][CH2:20][C:21]1[CH:26]=[CH:25][CH:24]=[C:23]([Cl:27])[C:22]=1[F:28])=[O:7])([CH3:4])([CH3:3])[CH3:2] |f:2.3|. Reported procedure: To a solution of (2S,4S)-4-azidomethyl-2-(3-chloro-2-fluoro-benzylcarbamoyl)-4-hydroxy-pyrrolidine-1-carboxylic acid tert-butyl ester (430 mg, 1.0 mmol) in CH2Cl2 (25 mL) under N2 atmosphere at −78° C. was added DAST (266 μL, 2.01 mmol). The reaction mixture was allowed to warm up to RT and further stirred for 1.5 h. The reaction mixture was poured into an aqueous saturated solution of NaHCO3 and extracted twice with CH2Cl2. The combined organic layers were dried (Na2SO4), filtered and concentra... Starting materials: CCCCCCBr, O=C([O-])O, CN(C)C=O, Oc1cccc(C2CCNCC2)c1, [Na+], O. The product is CCCCCCN1CCC(c2cccc(O)c2)CC1. As a reaction SMILES: [Br:19][CH2:20][CH2:21][CH2:22][CH2:23][CH2:24][CH3:25].[C:14](=[O:15])([O-:16])[OH:17].[CH3:26][N:27]([CH3:28])[CH:29]=[O:30].[NH:1]1[CH2:2][CH2:3][CH:4]([c:7]2[cH:8][c:9]([OH:13])[cH:10][cH:11][cH:12]2)[CH2:5][CH2:6]1.[Na+:18].[OH2:31]>>[N:1]1([CH2:20][CH2:21][CH2:22][CH2:23][CH2:24][CH3:25])[CH2:2][CH2:3][CH:4]([c:7]2[cH:8][c:9]([OH:13])[cH:10][cH:11][cH:12]2)[CH2:5][CH2:6]1. Starting materials: [Li]CCCC, CC(C)NC(C)C, [Cl-], [Cl-], Ic1ccccc1, C1CCOC1, [Zn+2], O=S(=O)(c1ccccc1)n1ccc2c(Cl)ncnc21, c1ccc(P(c2ccccc2)(c2ccccc2)[Pd](P(c2ccccc2)(c2ccccc2)c2ccccc2)(P(c2ccccc2)(c2ccccc2)c2ccccc2)P(c2ccccc2)(c2ccccc2)c2ccccc2)cc1. Product: O=S(=O)(c1ccccc1)n1c(-c2ccccc2)cc2c(Cl)ncnc21. Reaction SMILES: [CH2:8]([Li:9])[CH2:10][CH2:11][CH3:12].[CH:1]([NH:2][CH:3]([CH3:4])[CH3:5])([CH3:6])[CH3:7].[Cl-:44].[Cl-:46].[I:32][c:33]1[cH:34][cH:35][cH:36][cH:37][cH:38]1.[O:39]1[CH2:40][CH2:41][CH2:42][CH2:43]1.[Zn+2:45].[c:13]1([S:19](=[O:20])(=[O:21])[n:22]2[cH:23][cH:24][c:25]3[c:26]2[n:27][cH:28][n:29][c:30]3[Cl:31])[cH:14][cH:15][cH:16][cH:17][cH:18]1.[cH:47]1[cH:48][cH:49][c:50]([P:51]([Pd:52]([P:53]([c:54]2[cH:55][cH:56][cH:57][cH:58][cH:59]2)([c:60]2[cH:61][cH:62][cH:63][cH:64][cH:65]2)[c:66]2[cH:67][cH:68][cH:69][cH:70][cH:71]2)([P:72]([c:73]2[cH:74][cH:75][cH:76][cH:77][cH:78]2)([c:79]2[cH:80][cH:81][cH:82][cH:83][cH:84]2)[c:85]2[cH:86][cH:87][cH:88][cH:89][cH:90]2)[P:91]([c:92]2[cH:93][cH:94][cH:95][cH:96][cH:97]2)([c:98]2[cH:99][cH:100][cH:101][cH:102][cH:103]2)[c:104]2[cH:105][cH:106][cH:107][cH:108][cH:109]2)([c:110]2[cH:111][cH:112][cH:113][cH:114][cH:115]2)[c:116]2[cH:117][cH:118][cH:119][cH:120][cH:121]2)[cH:122][cH:123]1>>[c:13]1([S:19](=[O:20])(=[O:21])[n:22]2[c:23](-[c:33]3[cH:34][cH:35][cH:36][cH:37][cH:38]3)[cH:24][c:25]3[c:26]2[n:27][cH:28][n:29][c:30]3[Cl:31])[cH:14][cH:15][cH:16][cH:17][cH:18]1. Starting materials: Cl.ClC1=C(C(=CC(=C1)C(F)(F)F)Cl)NN (2,6-dichloro-4-trifluoromethylphenylhydrazine hydrochloride), CN(C=C(C(C)=O)SC(F)(F)F)C (1-dimethylamino-2-trifluoromethylthio-but-1-en-3-one). Solvent: C(C)O (ethanol). Run at time 16 hour. The product is ClC1=C(C(=CC(=C1)C(F)(F)F)Cl)N1N=CC(=C1C)SC(F)(F)F (1-(2,6-dichloro-4-trifluoromethyl-phenyl)-5-methyl-4-trifluoromethylthiopyrazole). Isolated yield 65.8%. As a reaction SMILES: Cl.[Cl:2][C:3]1[CH:8]=[C:7]([C:9]([F:12])([F:11])[F:10])[CH:6]=[C:5]([Cl:13])[C:4]=1[NH:14][NH2:15].CN(C)[CH:18]=[C:19]([S:23][C:24]([F:27])([F:26])[F:25])[C:20](=O)[CH3:21]>C(O)C>[Cl:2][C:3]1[CH:8]=[C:7]([C:9]([F:10])([F:12])[F:11])[CH:6]=[C:5]([Cl:13])[C:4]=1[N:14]1[C:20]([CH3:21])=[C:19]([S:23][C:24]([F:27])([F:26])[F:25])[CH:18]=[N:15]1 |f:0.1|. Procedure: A mixture of 29 g (0.1 mol) of 2,6-dichloro-4-trifluoromethylphenylhydrazine hydrochloride and 21 g (0.1 mol) of 1-dimethylamino-2-trifluoromethylthio-but-1-en-3-one in 150 ml of ethanol is stirred for 16 hours at 70° C. to 75° C. The mixture is worked up by concentrating in vacuo, the residue is taken up in chloroform, washed with water, dried over sodium sulphate and concentrated in vacuo, and the residue is distilled in a high vacuum. 26 g (61% of theory) of 1-(2,6-dichloro-4-trifluoromethyl-... Starting materials: C(C1=CC=CC=C1)OC(CCCBr)=O (4-bromo-n-butyric acid benzyl ester), [Si](C)(C)(C(C)(C)C)O[C@@H]1[C@]2(C)[C@@H](CC1)[C@@H]1[C@@H](C[C@H]3CC(CC[C@]3(C)[C@H]1CC2)=O)CCCC2=CC(=CC(=C2)O)OCC2=CC=CC=C2 (17β-(tert-butyldimethylsilyloxy)-7α-(3-(3-benzyloxy-5-hydroxyphenyl)propyl)-5α-androstan-3-one), [H-].[Na+] (sodium hydride), 15-crown-5-ether, O (Water). Run in CN(C)C=O (DMF). Conditions: time 30 minute. The product is [Si](C)(C)(C(C)(C)C)O[C@@H]1[C@]2(C)[C@@H](CC1)[C@@H]1[C@@H](C[C@H]3CC(CC[C@]3(C)[C@H]1CC2)=O)CCCC2=CC(=CC(=C2)OCCCC(=O)OCC2=CC=CC=C2)OCC2=CC=CC=C2 (17β-(tert-butyldimethylsilyloxy)-7α-(3-(3-benzyloxy-5-(3-(benzyloxycarbonyl)propoxy)phenyl)propyl)-5α-androstan-3-one). RXN SMILES: [Si:1]([O:8][C@H:9]1[CH2:14][CH2:13][C@H:12]2[C@H:15]3[C@H:25]([CH2:26][CH2:27][C@:10]12[CH3:11])[C@:23]1([CH3:24])[C@H:18]([CH2:19][C:20](=[O:28])[CH2:21][CH2:22]1)[CH2:17][C@H:16]3[CH2:29][CH2:30][CH2:31][C:32]1[CH:37]=[C:36]([OH:38])[CH:35]=[C:34]([O:39][CH2:40][C:41]2[CH:46]=[CH:45][CH:44]=[CH:43][CH:42]=2)[CH:33]=1)([C:4]([CH3:7])([CH3:6])[CH3:5])([CH3:3])[CH3:2].[H-].[Na+].[CH2:49]([O:56][C:57](=[O:62])[CH2:58][CH2:59][CH2:60]Br)[C:50]1[CH:55]=[CH:54][CH:53]=[CH:52][CH:51]=1.O>CN(C=O)C>[Si:1]([O:8][C@H:9]1[CH2:14][CH2:13][C@H:12]2[C@H:15]3[C@H:25]([CH2:26][CH2:27][C@:10]12[CH3:11])[C@:23]1([CH3:24])[C@H:18]([CH2:19][C:20](=[O:28])[CH2:21][CH2:22]1)[CH2:17][C@H:16]3[CH2:29][CH2:30][CH2:31][C:32]1[CH:37]=[C:36]([O:38][CH2:60][CH2:59][CH2:58][C:57]([O:56][CH2:49][C:50]2[CH:51]=[CH:52][CH:53]=[CH:54][CH:55]=2)=[O:62])[CH:35]=[C:34]([O:39][CH2:40][C:41]2[CH:42]=[CH:43][CH:44]=[CH:45][CH:46]=2)[CH:33]=1)([C:4]([CH3:5])([CH3:6])[CH3:7])([CH3:3])[CH3:2] |f:1.2|. Procedure: A solution of 17β-(tert-butyldimethylsilyloxy)-7α-(3-(3-benzyloxy-5-hydroxyphenyl)propyl)-5α-androstan-3-one (21.0 mg) in DMF (0.3 ml) was cooled on ice, followed by addition of sodium hydride (1.6 mg) and 15-crown-5-ether (7.8 μl). After the reaction mixture was stirred for 30 minutes, 4-bromo-n-butyric acid benzyl ester (10 mg) was added and stirred on ice for 1 hour. Water was added to the reaction mixture, which was then extracted with ethyl acetate. The organic layer was washed with saturat...